From a dataset of the Open Reaction Database (ORD), a public repository of structured organic reaction records. describe an organic reaction: reactants, conditions, products, and yield Reactants: C(CCC)[Li] (n-butyllithium), C1CO1 (ethylene oxide), CC1=NOC(=C1)C (3,5-Dimethylisoxazole). Run in hexanes, O1CCCC1 (tetrahydrofuran), O1CCCC1 (tetrahydrofuran). Run at temperature -75 celsius. Product: CC1=NOC(=C1)CCCO (3-(3-Methylisoxazol-5-yl)propyl alcohol). The yield is 45.9%. As a reaction SMILES: [CH3:1][C:2]1[CH:6]=[C:5]([CH3:7])[O:4][N:3]=1.C([Li])CCC.[CH2:13]1[O:15][CH2:14]1>O1CCCC1>[CH3:1][C:2]1[CH:6]=[C:5]([CH2:7][CH2:13][CH2:14][OH:15])[O:4][N:3]=1. Procedure details: 3,5-Dimethylisoxazole (220 g, 2.27 moles) in 2.2 L tetrahydrofuran under nitrogen was cooled with stirring to -75° C. and 908 mL of 2.5M n-butyllithium (2.27 moles) in hexanes were added over 1 hour keeping the temperature at or less than 65° C. The chilled solution was stirred for thirty minutes after addition was complete and was then treated at about -70° C. with a solution of 112 g (2.54 moles) of ethylene oxide in 390 ml tetrahydrofuran over a period of 1.5 hours, keeping the temperature at...